Dataset: the Open Reaction Database (ORD), a public repository of structured organic reaction records. Task: describe an organic reaction: reactants, conditions, products, and yield Reactants: BrC1=COC2=C1C=C(C=C2)C(=O)OC (methyl 3-bromo-1-benzofuran-5-carboxylate), ClC=1C=C(C=CC1SC)B(O)O ([3-chloro-4-(methylthio)phenyl]boronic acid). Product: ClC=1C=C(C=CC1SC)C1=COC2=C1C=C(C=C2)C(=O)OC (methyl 3-[3-chloro-4-(methylthio)phenyl]-1-benzofuran-5-carboxylate). Yield: 84.0%. Reaction SMILES: Br[C:2]1[C:6]2[CH:7]=[C:8]([C:11]([O:13][CH3:14])=[O:12])[CH:9]=[CH:10][C:5]=2[O:4][CH:3]=1.[Cl:15][C:16]1[CH:17]=[C:18](B(O)O)[CH:19]=[CH:20][C:21]=1[S:22][CH3:23]>>[Cl:15][C:16]1[CH:17]=[C:18]([C:2]2[C:6]3[CH:7]=[C:8]([C:11]([O:13][CH3:14])=[O:12])[CH:9]=[CH:10][C:5]=3[O:4][CH:3]=2)[CH:19]=[CH:20][C:21]=1[S:22][CH3:23]. Reported procedure: In the same manner as in Reference Example 19 and using methyl 3-bromo-1-benzofuran-5-carboxylate instead of methyl 3-iodoimidazo[1,2-a]pyridine-6-carboxylate and [3-chloro-4-(methylthio)phenyl]boronic acid instead of (4-methoxyphenyl)boronic acid, the title compound (yield 84%) was obtained as colorless crystals. Reactants: OC1=C(CN(C2=CC=CC=C12)C1=CC=CC=C1)C(=O)NC1=NC=CN=C1 (1,2-dihydro-4-hydroxy-1-phenyl-N-(2-pyrazinyl)-3-quinolinecarboxamide). Reagents/catalysts: [O-2].[O-2].[Mn+4] (manganese dioxide). Solvent: C(Cl)(Cl)Cl (chloroform). Run at time 6 hour. The product is O=C1C(=CN(C2=CC=CC=C12)C1=CC=CC=C1)C(=O)NC1=NC=CN=C1 (1,4-dihydro-4-oxo-1-phenyl-N-(2-pyrazinyl)-3-quinolinecarboxamide). Yield: 68.7%. Reaction SMILES: [OH:1][C:2]1[C:11]2[C:6](=[CH:7][CH:8]=[CH:9][CH:10]=2)[N:5]([C:12]2[CH:17]=[CH:16][CH:15]=[CH:14][CH:13]=2)[CH2:4][C:3]=1[C:18]([NH:20][C:21]1[CH:26]=[N:25][CH:24]=[CH:23][N:22]=1)=[O:19]>C(Cl)(Cl)Cl.[O-2].[O-2].[Mn+4]>[O:1]=[C:2]1[C:11]2[C:6](=[CH:7][CH:8]=[CH:9][CH:10]=2)[N:5]([C:12]2[CH:13]=[CH:14][CH:15]=[CH:16][CH:17]=2)[CH:4]=[C:3]1[C:18]([NH:20][C:21]1[CH:26]=[N:25][CH:24]=[CH:23][N:22]=1)=[O:19] |f:2.3.4|. Procedure: A solution of 8.0 g of 1,2-dihydro-4-hydroxy-1-phenyl-N-(2-pyrazinyl)-3-quinolinecarboxamide in 250 ml of chloroform was treated with 33.0 g of activated manganese dioxide and stirred for six hours at room temperature. The slurry was filtered and evaporated. Recrystallization of the residue from chloroform yielded 5.46 g (90%) of 1,4-dihydro-4-oxo-1-phenyl-N-(2-pyrazinyl)-3-quinolinecarboxamide, m.p. 298°-300° C. Starting materials: C(C)C=1C(NC(NC1C(C1=CC(=CC(=C1)C)C)=O)=O)=O (5-Ethyl-6-(3,5-dimethylbenzoyl)-2,4-pyrimidinedione), N1=CC(=CC=C1)CCl (3-picolyl chloride). The product is N1=CC(=CC=C1)CN1C(NC(C(=C1C(C1=CC(=CC(=C1)C)C)=O)CC)=O)=O (1-(Pyridin-3-ylmethyl)-5-ethyl-6-(3,5-dimethylbenzoyl)-2,4-pyrimidinedione). The yield is 33.0%. As a reaction SMILES: [CH2:1]([C:3]1[C:4](=[O:20])[NH:5][C:6](=[O:19])[NH:7][C:8]=1[C:9](=[O:18])[C:10]1[CH:15]=[C:14]([CH3:16])[CH:13]=[C:12]([CH3:17])[CH:11]=1)[CH3:2].[N:21]1[CH:26]=[CH:25][CH:24]=[C:23]([CH2:27]Cl)[CH:22]=1>>[N:21]1[CH:26]=[CH:25][CH:24]=[C:23]([CH2:27][N:7]2[C:8]([C:9](=[O:18])[C:10]3[CH:11]=[C:12]([CH3:17])[CH:13]=[C:14]([CH3:16])[CH:15]=3)=[C:3]([CH2:1][CH3:2])[C:4](=[O:20])[NH:5][C:6]2=[O:19])[CH:22]=1. Procedure: 5-Ethyl-6-(3,5-dimethylbenzoyl)-2,4-pyrimidinedione and 3-picolyl chloride were reacted by the same way with the example 1 to obtain the titled compound (120 mg, yield: 33.0%). Reactants: CC1=C(SC(=C1O)C(=O)OCCC)C(=O)OCCC (dipropyl 3-methyl-4-hydroxy-2,5-thiophene-dicarboxylate), O1CCOCC1 (dioxane), C([O-])([O-])=O.[K+].[K+] (potassium carbonate), BrC1=CC=C(C=C1)S(=O)(=O)Cl (4-bromobenzene-sulfonyl chloride). Run in CC(=O)C (acetone). Yields the product CC1=C(SC(=C1OS(=O)(=O)C1=CC=C(C=C1)Br)C(=O)OCCC)C(=O)OCCC (Dipropyl 3-methyl-4-(4-bromobenzene-sulfonyloxy)-2,5-thiophene-dicarboxylate). RXN SMILES: [CH3:1][C:2]1[C:6]([OH:7])=[C:5]([C:8]([O:10][CH2:11][CH2:12][CH3:13])=[O:9])[S:4][C:3]=1[C:14]([O:16][CH2:17][CH2:18][CH3:19])=[O:15].O1CCOCC1.C(=O)([O-])[O-].[K+].[K+].[Br:32][C:33]1[CH:38]=[CH:37][C:36]([S:39](Cl)(=[O:41])=[O:40])=[CH:35][CH:34]=1>CC(C)=O>[CH3:1][C:2]1[C:6]([O:7][S:39]([C:36]2[CH:37]=[CH:38][C:33]([Br:32])=[CH:34][CH:35]=2)(=[O:41])=[O:40])=[C:5]([C:8]([O:10][CH2:11][CH2:12][CH3:13])=[O:9])[S:4][C:3]=1[C:14]([O:16][CH2:17][CH2:18][CH3:19])=[O:15] |f:2.3.4|. Reported procedure: A mixture of 2.3 g (8 mmol) of dipropyl 3-methyl-4-hydroxy-2,5-thiophene-dicarboxylate, 20 ml of dioxane, 40 ml of acetone, 1.6 g (12 mmol) of anhydrous potassium carbonate and 2.3 g (10 mmol) of 4-bromobenzene-sulfonyl chloride was refluxed for about 10 hours, removed of dioxane and acetone by distillation, added with ethyl ether, washed with water, and dried with anhydrous magnessium sulfate. The solvent was removed by distillation, and recrystallization was effected with use of methanol to gi... The reactants are C(C)(C)(C)C1=C(C=NN1C1=CC(=C(C=C1)Cl)C(F)(F)F)C(=O)O (5-tert-butyl-1-(4-chloro-3-(trifluoromethyl)phenyl)-1H-pyrazole-4-carboxylic acid), C(C)(C)(C)C1=C(C=NN1C1=CC(=C(C=C1)Cl)C(F)(F)F)C(=O)O (5-tert-butyl-1-(4-chloro-3-(trifluoromethyl)phenyl)-1H-pyrazole-4-carboxylic acid), C12C(C3CC(CC(C1)C3)C2)NC(=O)C=2C=NN(C2C(C)(C)C)C2=C(C=C(C=C2)Cl)C (N-(2-adamantyl)-1-(4-chloro-2-methyl-phenyl)-5-tert-butyl-pyrazole-4-carboxamide). Yields the product C12C(C3CC(CC(C1)C3)C2)NC(=O)C=2C=NN(C2C(C)(C)C)C2=CC(=C(C=C2)Cl)C(F)(F)F (N-(2-adamantyl)-1-[4-chloro-3-(trifluoromethyl)phenyl]-5-tert-butyl-pyrazole-4-carboxamide). As a reaction SMILES: [C:1]([C:5]1[N:9]([C:10]2[CH:15]=[CH:14][C:13]([Cl:16])=[C:12]([C:17]([F:20])([F:19])[F:18])[CH:11]=2)[N:8]=[CH:7][C:6]=1[C:21]([OH:23])=O)([CH3:4])([CH3:3])[CH3:2].[CH:24]12[CH2:33][CH:28]3[CH2:29][CH:30]([CH2:32][CH:26]([CH2:27]3)[CH:25]1[NH:34]C(C1C=NN(C3C=CC(Cl)=CC=3C)C=1C(C)(C)C)=O)[CH2:31]2>>[CH:24]12[CH2:33][CH:28]3[CH2:29][CH:30]([CH2:32][CH:26]([CH2:27]3)[CH:25]1[NH:34][C:21]([C:6]1[CH:7]=[N:8][N:9]([C:10]3[CH:15]=[CH:14][C:13]([Cl:16])=[C:12]([C:17]([F:18])([F:20])[F:19])[CH:11]=3)[C:5]=1[C:1]([CH3:4])([CH3:3])[CH3:2])=[O:23])[CH2:31]2. Procedure details: N-(2-adamantyl)-1-[4-chloro-3-(trifluoromethyl)phenyl]-5-tert-butyl-pyrazole-4-carboxamide was prepared from 5-tert-butyl-1-(4-chloro-3-(trifluoromethyl)phenyl)-1H-pyrazole-4-carboxylic acid (Intermediate #119) by the same process used for Intermediate #114.